Task: describe an organic reaction: reactants, conditions, products, and yield. Dataset: the Open Reaction Database (ORD), a public repository of structured organic reaction records Starting materials: C1CCC2=NCCCN2CC1, CC[N+](CC)(CC)Cc1ccccc1, Cc1ccc(S(=O)(=O)OCC2(C)CO2)cc1, CCOC(C)=O, CC#N, [Cl-], O=[N+]([O-])c1c[nH]c(Cl)n1. Yields the product CC1(Cn2cc([N+](=O)[O-])nc2Cl)CO1. Reaction SMILES: [CH2:32]1[CH2:33][CH2:34][C:35]2=[N:40][CH2:39][CH2:38][CH2:37][N:36]2[CH2:41][CH2:42]1.[CH2:47]([N+:48]([CH2:49][CH3:50])([CH2:51][CH3:52])[CH2:53][CH3:54])[c:55]1[cH:56][cH:57][cH:58][cH:59][cH:60]1.[CH3:10][c:11]1[cH:12][cH:13][c:14]([S:15]([O:16][CH2:21][C:22]2([CH3:25])[O:23][CH2:24]2)(=[O:17])=[O:18])[cH:19][cH:20]1.[CH3:26][CH2:27][O:28][C:29](=[O:30])[CH3:31].[CH3:43][C:44]#[N:45].[Cl-:46].[Cl:1][c:2]1[nH:3][cH:4][c:5]([N+:7](=[O:8])[O-:9])[n:6]1>>[Cl:1][c:2]1[n:3]([CH2:21][C:22]2([CH3:25])[O:23][CH2:24]2)[cH:4][c:5]([N+:7](=[O:8])[O-:9])[n:6]1. Starting materials: [H-].[Al+3].[Li+].[H-].[H-].[H-] (lithium aluminum hydride), [F-].[K+] (potassium fluoride), O (water), N1=CC(=C2N1CCCN2)CCC(=O)N (3-(4,5,6,7-tetrahydropyrazolo[1,5-a]pyrimidin-3-yl)propionamide). Run in O1CCCC1 (tetrahydrofuran). Product: N1=CC(=C2N1CCCN2)CCCN (3-(4,5,6,7-tetrahydropyrazolo[1,5-a]pyrimidin-3-yl)propylamine). Isolated yield 75.4%. Reaction SMILES: [H-].[Al+3].[Li+].[H-].[H-].[H-].[N:7]1[N:11]2[CH2:12][CH2:13][CH2:14][NH:15][C:10]2=[C:9]([CH2:16][CH2:17][C:18]([NH2:20])=O)[CH:8]=1.[F-].[K+].O>O1CCCC1>[N:7]1[N:11]2[CH2:12][CH2:13][CH2:14][NH:15][C:10]2=[C:9]([CH2:16][CH2:17][CH2:18][NH2:20])[CH:8]=1 |f:0.1.2.3.4.5,7.8|. Procedure: To a suspension of lithium aluminum hydride (7.6 g) in tetrahydrofuran (300 ml) was added 3-(4,5,6,7-tetrahydropyrazolo[1,5-a]pyrimidin-3-yl)propionamide (10 g) at room temperature. The mixture was stirred under reflux for 2 days. After cooling on an ice bath, potassium fluoride (34 g) and water (10 ml) were added to the reaction mixture. The insoluble materials were removed by filtration. To the filtrate were added 10% aqueous sodium carbonate solution (100 ml) and di-tert-butyl dicarbonate (20...